Dataset: the Open Reaction Database (ORD), a public repository of structured organic reaction records. Task: describe an organic reaction: reactants, conditions, products, and yield Reactants: C(C1=CC=CC=C1)OC=1C=C(C=O)C=CC1OC (3-Benzyloxy-4-methoxybenzaldehyde), [BH4-].[Na+] (sodium borohydride), O (water). Run in CCOCC (ether), CO (methanol). Yields the product C(C1=CC=CC=C1)OC=1C=C(C=CC1OC)CO ([3-(Benzyloxy)-4-methoxyphenyl]methanol). As a reaction SMILES: [CH2:1]([O:8][C:9]1[CH:10]=[C:11]([CH:14]=[CH:15][C:16]=1[O:17][CH3:18])[CH:12]=[O:13])[C:2]1[CH:7]=[CH:6][CH:5]=[CH:4][CH:3]=1.[BH4-].[Na+].O>CO.CCOCC>[CH2:1]([O:8][C:9]1[CH:10]=[C:11]([CH2:12][OH:13])[CH:14]=[CH:15][C:16]=1[O:17][CH3:18])[C:2]1[CH:3]=[CH:4][CH:5]=[CH:6][CH:7]=1 |f:1.2|. Procedure: A solution of 0.35 mol of the compound obtained in Step 1 in 400 ml of methanol and 1.5 equivalents of sodium borohydride is stirred for 6 hours at ambient temperature and then 500 ml of acidified water are slowly added. The precipitate obtained is taken up in ether; the organic phase is subsequently extracted, dried, filtered and then evaporated off under reduced pressure, allowing the expected product to be isolated. The yield is 88.5%. Procedure details: A solution of sodium sulphite (78.6 g) in water (2000 cm3) was added dropwise to a cooled solution of propyl diethylphosphonodichloroacetate (95.7 g) in ethanol (408cm3) over a period of 70 minutes, the temperature of the mixture being maintained below 8° C. during the addition by external cooling. The mixture was stirred at 8° C. for 10 minutes, then without external cooling for a further 15 minutes. Chloroform (100cm3) was added and the mixture stirred vigourously for 3 minutes. The chloroform... Run in O (water), C(C)O (ethanol). Yields the product C(C)OP(=O)(OCC)C(C(=O)OCCC)Cl (Propyl diethylphosphonochloroacetate). Reaction conditions: temperature 8 celsius, time 10 minute. Reaction SMILES: S([O-])([O-])=O.[Na+].[Na+].[CH2:7]([O:9][P:10]([C:15](Cl)([Cl:22])[C:16]([O:18][CH2:19][CH2:20][CH3:21])=[O:17])([O:12][CH2:13][CH3:14])=[O:11])[CH3:8].C(Cl)(Cl)Cl>O.C(O)C>[CH2:7]([O:9][P:10]([CH:15]([Cl:22])[C:16]([O:18][CH2:19][CH2:20][CH3:21])=[O:17])([O:12][CH2:13][CH3:14])=[O:11])[CH3:8] |f:0.1.2|. Reactants: C(Cl)(Cl)Cl (Chloroform), S(=O)([O-])[O-].[Na+].[Na+] (sodium sulphite), C(C)OP(=O)(OCC)C(C(=O)OCCC)(Cl)Cl (propyl diethylphosphonodichloroacetate). Procedure details: 20.24 g (0.08 mol) of 1-methyl-3-(2-methoxyphenyl)indolin-2-one are dissolved in 200 ml of dry THF. Then 9.2 g (0.08 mol) of potassium tertiary-butylate are added, and the mixture is stirred at room temperature for 15 minutes. At 10°, a solution of 12.1 ml of benzyl bromide in 20 ml of dry THF is added dropwise, and the mixture is then stirred at room temperature for 3 hours. It is then concentrated in vacuo, the residue is partitioned between water and ethyl acetate, and the organic phase is wa... Conditions: time 15 minute. RXN SMILES: [CH3:1][N:2]1[C:10]2[C:5](=[CH:6][CH:7]=[CH:8][CH:9]=2)[CH:4]([C:11]2[CH:16]=[CH:15][CH:14]=[CH:13][C:12]=2[O:17][CH3:18])[C:3]1=[O:19].[CH2:20](Br)[C:21]1[CH:26]=[CH:25][CH:24]=[CH:23][CH:22]=1>C1COCC1>[CH2:20]([C:4]1([C:11]2[CH:16]=[CH:15][CH:14]=[CH:13][C:12]=2[O:17][CH3:18])[C:5]2[C:10](=[CH:9][CH:8]=[CH:7][CH:6]=2)[N:2]([CH3:1])[C:3]1=[O:19])[C:21]1[CH:26]=[CH:25][CH:24]=[CH:23][CH:22]=1. The reactants are potassium tertiary-butylate, CN1C(C(C2=CC=CC=C12)C1=C(C=CC=C1)OC)=O (1-methyl-3-(2-methoxyphenyl)indolin-2-one), C(C1=CC=CC=C1)Br (benzyl bromide). The solvent is C1CCOC1 (THF), C1CCOC1 (THF). The product is C(C1=CC=CC=C1)C1(C(N(C2=CC=CC=C12)C)=O)C1=C(C=CC=C1)OC (3-Benzyl-1-methyl-3-(2-methoxyphenyl)indolin-2-one). Reactants: C(C)(C)(C)OC(=O)N1C[C@@H]([C@H](CC1)C1=CC=C(C=C1)OCCCOCC1=C(C=CC=C1)OC)OCC1=CC=C2CCCN(C2=C1)CCNC(=O)N ((3R,4R)-4-[4-[3-(2-methoxy-benzyloxy)-propoxy]-phenyl]-3-[1-(2-ureido-ethyl)-1,2,3,4-tetrahydro-quinolin-7-ylmethoxy]-piperidine-1-carboxylic acid tert-butyl ester), Cl.CO (HCl methanol). The product is COC1=C(COCCCOC2=CC=C(C=C2)C2C(CNCC2)OCC2=CC=C3CCCN(C3=C2)CCNC(=O)N)C=CC=C1 ([2-[7-[4-[4-[3-(2-methoxy-benzyloxy)-propoxy]-phenyl]-piperidin-3-yloxymethyl]-3,4-dihydro-2H-quinolin-1-yl]-ethyl]-urea). Reaction SMILES: C(OC([N:8]1[CH2:13][CH2:12][C@H:11]([C:14]2[CH:19]=[CH:18][C:17]([O:20][CH2:21][CH2:22][CH2:23][O:24][CH2:25][C:26]3[CH:31]=[CH:30][CH:29]=[CH:28][C:27]=3[O:32][CH3:33])=[CH:16][CH:15]=2)[C@@H:10]([O:34][CH2:35][C:36]2[CH:45]=[C:44]3[C:39]([CH2:40][CH2:41][CH2:42][N:43]3[CH2:46][CH2:47][NH:48][C:49]([NH2:51])=[O:50])=[CH:38][CH:37]=2)[CH2:9]1)=O)(C)(C)C.Cl.CO>>[CH3:33][O:32][C:27]1[CH:28]=[CH:29][CH:30]=[CH:31][C:26]=1[CH2:25][O:24][CH2:23][CH2:22][CH2:21][O:20][C:17]1[CH:18]=[CH:19][C:14]([CH:11]2[CH2:12][CH2:13][NH:8][CH2:9][CH:10]2[O:34][CH2:35][C:36]2[CH:45]=[C:44]3[C:39]([CH2:40][CH2:41][CH2:42][N:43]3[CH2:46][CH2:47][NH:48][C:49]([NH2:51])=[O:50])=[CH:38][CH:37]=2)=[CH:15][CH:16]=1 |f:1.2|. Procedure: In analogy to the procedure described in example 4(b), the (3R,4R)-4-[4-[3-(2-methoxy-benzyloxy)-propoxy]-phenyl]-3-[1-(2-ureido-ethyl)-1,2,3,4-tetrahydro-quinolin-7-ylmethoxy]-piperidine-1-carboxylic acid tert-butyl ester was deprotected with HCl/methanol to yield the (3R,4R)-[[2-[7-[4-[4-[3-(2-methoxy-benzyloxy)-propoxy]-phenyl]-piperidin-3-yloxymethyl]-3,4-dihydro-2H-quinolin-1-yl]-ethyl]-urea as yellow oil; MS: 603 (M+H)+. The product is CN(C)CCS(=O)(=O)c1ccc(C(CC2CCCC2)c2cc3cccnc3[nH]2)cc1. Starting materials: CNC, CO, C=CS(=O)(=O)c1ccc(C(CC2CCCC2)c2cc3cccnc3[nH]2)cc1. Reaction SMILES: [CH3:28][NH:29][CH3:30].[CH3:31][OH:32].[CH:1]1([CH2:6][CH:7]([c:8]2[cH:9][cH:10][c:11]([S:14](=[O:15])(=[O:16])[CH:17]=[CH2:18])[cH:12][cH:13]2)[c:19]2[cH:20][c:21]3[c:22]([n:23][cH:24][cH:25][cH:26]3)[nH:27]2)[CH2:2][CH2:3][CH2:4][CH2:5]1>>[CH:1]1([CH2:6][CH:7]([c:8]2[cH:9][cH:10][c:11]([S:14](=[O:15])(=[O:16])[CH2:17][CH2:18][N:29]([CH3:28])[CH3:30])[cH:12][cH:13]2)[c:19]2[cH:20][c:21]3[c:22]([n:23][cH:24][cH:25][cH:26]3)[nH:27]2)[CH2:2][CH2:3][CH2:4][CH2:5]1. The reactants are BrC1=CC=C2C(=NC(=NC2=C1)C1=C(C=CC=C1)O)N[C@@H]1CN(CC1)C(=O)OC(C)(C)C ((S)-tert-butyl 3-(7-bromo-2-(2-hydroxyphenyl)quinazolin-4-ylamino)pyrrolidine-1-carboxylate), OC1=C(C=CC=C1)C1=NC2=CC=C(C=C2C(=N1)N[C@@H]1CN(CC1)C(=O)OC(C)(C)C)C#CCO ((S)-tert-Butyl 3-(2-(2-hydroxyphenyl)-6-(3-hydroxyprop-1-ynyl)quinazolin-4-ylamino)pyrrolidine-1-carboxylate). Product: OCC#CC1=CC=C2C(=NC(=NC2=C1)C1=C(C=CC=C1)O)N[C@@H]1CNCC1 ((S)-2-(7-(3-Hydroxyprop-1-ynyl)-4-(pyrrolidin-3-ylamino)quinazolin-2-yl)phenol). As a reaction SMILES: Br[C:2]1[CH:11]=[C:10]2[C:5]([C:6]([NH:19][C@H:20]3[CH2:24][CH2:23][N:22](C(OC(C)(C)C)=O)[CH2:21]3)=[N:7][C:8]([C:12]3[CH:17]=[CH:16][CH:15]=[CH:14][C:13]=3[OH:18])=[N:9]2)=[CH:4][CH:3]=1.[OH:32][C:33]1C=CC=[CH:35][C:34]=1C1N=C(N[C@H]2CCN(C(OC(C)(C)C)=O)C2)C2C(=CC=C(C#CCO)C=2)N=1>>[OH:32][CH2:33][C:34]#[C:35][C:2]1[CH:11]=[C:10]2[C:5]([C:6]([NH:19][C@H:20]3[CH2:24][CH2:23][NH:22][CH2:21]3)=[N:7][C:8]([C:12]3[CH:17]=[CH:16][CH:15]=[CH:14][C:13]=3[OH:18])=[N:9]2)=[CH:4][CH:3]=1. Procedure details: The title compound was prepared using a method analogous to that described in Synthesis 59, replacing (S)-tert-butyl 3-(6-bromo-2-(2-hydroxyphenyl)quinazolin-4-ylamino)pyrrolidine-1-carboxylate with (S)-tert-butyl 3-(7-bromo-2-(2-hydroxyphenyl)quinazolin-4-ylamino)pyrrolidine-1-carboxylate in Synthesis 59-A. Starting materials: CN1C(=O)C2(CCNCC2)c2ccccc21, CCN=C=NCCCN(C)C, CCN(C(C)C)C(C)C, ClCCl, O=C(O)C=Cc1ccccc1C(F)(F)F, On1nnc2ccccc21. The product is CN1C(=O)C2(CCN(C(=O)C=Cc3ccccc3C(F)(F)F)CC2)c2ccccc21. As a reaction SMILES: [CH3:1][N:2]1[C:3](=[O:16])[C:4]2([c:5]3[cH:6][cH:7][cH:8][cH:9][c:10]31)[CH2:11][CH2:12][NH:13][CH2:14][CH2:15]2.[CH3:42][CH2:43][N:44]=[C:45]=[N:46][CH2:47][CH2:48][CH2:49][N:50]([CH3:51])[CH3:52].[CH:53]([N:54]([CH2:55][CH3:56])[CH:57]([CH3:58])[CH3:59])([CH3:60])[CH3:61].[Cl:62][CH2:63][Cl:64].[F:17][C:18]([c:19]1[c:20]([CH:25]=[CH:26][C:27](=[O:28])[OH:29])[cH:21][cH:22][cH:23][cH:24]1)([F:30])[F:31].[OH:32][n:33]1[c:34]2[c:35]([cH:36][cH:37][cH:38][cH:39]2)[n:40][n:41]1>>[CH3:1][N:2]1[C:3](=[O:16])[C:4]2([c:5]3[cH:6][cH:7][cH:8][cH:9][c:10]31)[CH2:11][CH2:12][N:13]([C:27]([CH:26]=[CH:25][c:20]1[c:19]([C:18]([F:17])([F:30])[F:31])[cH:24][cH:23][cH:22][cH:21]1)=[O:28])[CH2:14][CH2:15]2. Reactants: NC1=CC(=C(C=C1C#N)OC)OC (6-aminoveratronitrile), Cl (hydrochloric acid), N(=O)[O-].[Na+] (sodium nitrite), stannous chloride, Cl (hydrochloric acid). The product is NC1=NNC2=CC(=C(C=C12)OC)OC (3-amino-5,6-dimethoxyindazole). Yield: 147.5%. As a reaction SMILES: [NH2:1][C:2]1[C:7]([C:8]#[N:9])=[CH:6][C:5]([O:10][CH3:11])=[C:4]([O:12][CH3:13])[CH:3]=1.Cl.[N:15]([O-])=O.[Na+]>>[NH2:9][C:8]1[C:7]2[C:2](=[CH:3][C:4]([O:12][CH3:13])=[C:5]([O:10][CH3:11])[CH:6]=2)[NH:1][N:15]=1 |f:2.3|. Procedure: To a solution of 6-aminoveratronitrile (39 g, 0.2 mole) and conc. hydrochloric acid (329 ml) was added a solution of sodium nitrite (17 g, 0.25 mole in minimum amt. of water). The temperature was held below 0° during the addition. Keeping the temperature between 0° to 20° the resulting solution was added dropwise to stannous chloride (33.3 g, 1.76 mole) and conc. hydrochloric acid (153 ml). The precipitate was filtered and air dried overnight. The filter cake was placed in water (1100 ml), reflu...